From a dataset of the Open Reaction Database (ORD), a public repository of structured organic reaction records. describe an organic reaction: reactants, conditions, products, and yield Starting materials: C1=C(N=C(C=N1)Cl)N, CS(=O)(=O)C1=CC=C(C=C1)Br. Reagents/catalysts: C(=O)([O-])[O-].[Cs+].[Cs+], CC1(C2=C(C(=CC=C2)P(C3=CC=CC=C3)C4=CC=CC=C4)OC5=C1C=CC=C5P(C6=CC=CC=C6)C7=CC=CC=C7)C, CC(=O)O.CC(=O)O.[Pd]. The solvent is C1COCCO1. Conditions: temperature 85 celsius. Yields the product CS(=O)(=O)C1=CC=C(C=C1)NC2=CN=CC(=N2)Cl. Isolated yield 70.4%. Procedure details: 1-bromo-4-(methylsulfonyl)benzene (18.6 g, 79.12 mmol) then cesium carbonate (33.5 g, 102.85 mmol) were successively added to a solution of 6-chloropyrazin-2-amine (10.25 g, 79.12 mmol) in 1,4-dioxane (300 ml). The mixture was purged with nitrogen, then (9,9-dimethyl-9H-xanthene-4,5-diyl)bis(diphenylphosphine) (2.75 g, 4.75 mmol) and diacetoxypalladium (0.533 g, 2.37 mmol) were added, the mixture was purged with nitrogen then heated to 85°C for 3 hours. After cooling the mixture was diluted with... The reactants are CC1(OC(=O)C(=CO)C(=O)O1)C (formyl Meldrum's acid), CC(=O)C (Acetone). Solvent: C1(=CC=CC=C1)C (toluene), C1(=CC=CC=C1)C (toluene). Product: CC1(OC=CC(O1)=O)C (2,2-dimethyl-1,3-dioxin-4-one). The yield is 82.8%. Reaction SMILES: CC(C)=O.[CH3:5][C:6]1([CH3:16])[O:15][C:13](=O)[C:10](=CO)[C:8](=[O:9])[O:7]1>C1(C)C=CC=CC=1>[CH3:5][C:6]1([CH3:16])[O:7][C:8](=[O:9])[CH:10]=[CH:13][O:15]1. Procedure details: Acetone (2.9 g) was added to sufficiently dehydrated toluene (500 ml) and the mixture was heated under reflux in a reaction flask equipped with a reflux condenser. While the reflux was continued, a warm solution obtained by dissolving formyl Meldrum's acid (8.6 g) in toluene (500 ml) on heating was dropwise added over about 2 hours, followed by subjecting the reaction mixture to heating under reflux for additional one hour and then subjecting the resulting reaction mixture to purifying operation...